Dataset: the Open Reaction Database (ORD), a public repository of structured organic reaction records. Task: describe an organic reaction: reactants, conditions, products, and yield The reactants are ClC=1C(=C(C(=C(C1)C(C)O)OCC)C1NC(OC1)=O)F (4-[3-chloro-6-ethoxy-2-fluoro-5-(1-hydroxyethyl)phenyl]-1,3-oxazolidin-2-one), CN(C=O)C (N,N-dimethylformamide), S(=O)(Cl)Cl (thionyl chloride). Solvent: ClCCl (dichloromethane). Yields the product ClC=1C(=C(C(=C(C1)CCCl)OCC)C1NC(OC1)=O)F (4-[3-chloro-5-(chloroethyl)-6-ethoxy-2-fluorophenyl]-1,3-oxazolidin-2-one). Reaction SMILES: [Cl:1][C:2]1[C:3]([F:20])=[C:4]([CH:14]2[CH2:18][O:17][C:16](=[O:19])[NH:15]2)[C:5]([O:11][CH2:12][CH3:13])=[C:6]([CH:8](O)[CH3:9])[CH:7]=1.CN(C)C=O.S(Cl)([Cl:28])=O>ClCCl>[Cl:1][C:2]1[C:3]([F:20])=[C:4]([CH:14]2[CH2:18][O:17][C:16](=[O:19])[NH:15]2)[C:5]([O:11][CH2:12][CH3:13])=[C:6]([CH2:8][CH2:9][Cl:28])[CH:7]=1. Procedure details: 4-[3-chloro-6-ethoxy-2-fluoro-5-(1-hydroxyethyl)phenyl]-1,3-oxazolidin-2-one (150 mg, 0.49 mmol) (from Step 10) was stirred in dichloromethane (4 mL) with N,N-dimethylformamide (96 μL) and thionyl chloride (110 μL, 1.5 mmol) was added. The mixture was evaporated. Water was added and the mixture was extracted with ethyl acetate. The extracts were washed with brine, dried over sodium sulfate, filtered and evaporated to give the desired compound, 159 mg, 100%. The product is ClC1=C(COC=2C(=NC=CC2)NC(=N)NC2=CC=C(C=C2)Cl)C(=CC=C1)Cl (N-(3-(2,6-Dichlorobenzyloxy)-pyrid-2-yl)-N'-(4-chlorophenyl)guanidine). Conditions: time 5 day. RXN SMILES: [Cl:1][C:2]1[CH:26]=[CH:25][CH:24]=[C:23]([Cl:27])[C:3]=1[CH2:4][O:5][C:6]1[C:7]([NH:12][C:13]([NH:15][C:16]2[CH:21]=[CH:20][C:19]([Cl:22])=[CH:18][CH:17]=2)=S)=[N:8][CH:9]=[CH:10][CH:11]=1.[NH3:28]>>[Cl:1][C:2]1[CH:26]=[CH:25][CH:24]=[C:23]([Cl:27])[C:3]=1[CH2:4][O:5][C:6]1[C:7]([NH:12][C:13]([NH:15][C:16]2[CH:21]=[CH:20][C:19]([Cl:22])=[CH:18][CH:17]=2)=[NH:28])=[N:8][CH:9]=[CH:10][CH:11]=1. Reported procedure: A mixture of yellow mercuric oxide (1.18g, 0.0054mol), N-[3-(2-,6-dichlorobenzyloxy)pyrid-2-yl]-N'-4-chlorophenylthiourea (2.0g, 0.0045mol) and methanolic ammonia solution (40 ml) was stirred for 5 days at room temperature. The solvent was removed in vacuo and the black residue was boiled with chloroform and filtered hot. Evaporation of the solvent followed by recrystallisation from ethanol gave the desired product. Yield 1.54 g (81%), m.p. 192°-195 ° C. Reactants: mercuric oxide, ClC1=C(COC=2C(=NC=CC2)NC(=S)NC2=CC=C(C=C2)Cl)C(=CC=C1)Cl (N-[3-(2-,6-dichlorobenzyloxy)pyrid-2-yl]-N'-4-chlorophenylthiourea), N (ammonia). Starting materials: CC(C)(C)OC(=O)CNCCCC(=O)O, CCN=C=NCCCN(C)C, COC(=O)c1cc(-c2cc(SCCNC(=O)OC(C)(C)C)nc(N)n2)c(C)cc1OC, CCN(C(C)C)C(C)C, [Cl-], ClCCl, Cl, [NH4+], O=C(O)C(F)(F)F, On1nnc2ccccc21. Yields the product COC(=O)c1cc(-c2cc(SCCNC(=O)CCCNCC(=O)OC(C)(C)C)nc(N)n2)c(C)cc1OC. Reaction SMILES: [C:39]([CH3:40])([CH3:41])([CH3:42])[O:43][C:44](=[O:45])[CH2:46][NH:47][CH2:48][CH2:49][CH2:50][C:51]([OH:52])=[O:53].[CH2:74]([N:75]=[C:76]=[N:77][CH2:78][CH2:79][CH2:80][N:81]([CH3:82])[CH3:83])[CH3:84].[CH3:1][O:2][C:3]([c:4]1[c:5]([O:29][CH3:30])[cH:6][c:7]([CH3:28])[c:8](-[c:10]2[n:11][c:12]([NH2:27])[n:13][c:14]([S:16][CH2:17][CH2:18][NH:19][C:20](=[O:21])[O:22][C:23]([CH3:24])([CH3:25])[CH3:26])[cH:15]2)[cH:9]1)=[O:31].[CH:64]([N:65]([CH:66]([CH3:67])[CH3:68])[CH2:69][CH3:70])([CH3:71])[CH3:72].[Cl-:85].[Cl:87][CH2:88][Cl:89].[ClH:73].[NH4+:86].[OH:32][C:33]([C:34]([F:35])([F:36])[F:37])=[O:38].[OH:54][n:55]1[c:56]2[cH:57][cH:58][cH:59][cH:60][c:61]2[n:62][n:63]1>>[CH3:1][O:2][C:3]([c:4]1[c:5]([O:29][CH3:30])[cH:6][c:7]([CH3:28])[c:8](-[c:10]2[n:11][c:12]([NH2:27])[n:13][c:14]([S:16][CH2:17][CH2:18][NH:19][C:20](=[O:21])[CH2:50][CH2:49][CH2:48][NH:47][CH2:46][C:44]([O:43][C:39]([CH3:40])([CH3:41])[CH3:42])=[O:45])[cH:15]2)[cH:9]1)=[O:31]. As a reaction SMILES: [CH3:1][C:2]1[CH:7]=[C:6]([C:8]2[C:9](=[O:34])[NH:10][C:11](=[O:33])[N:12]([CH2:14][CH2:15][CH2:16][N:17]3[CH2:22][C@H:21]4[C@:19]([C:23]5[CH:28]=[CH:27][C:26]([C:29]([F:32])([F:31])[F:30])=[CH:25][CH:24]=5)([CH2:20]4)[CH2:18]3)[CH:13]=2)[CH:5]=[CH:4][N:3]=1.[ClH:35].O1CCOCC1>>[ClH:35].[CH3:1][C:2]1[CH:7]=[C:6]([C:8]2[C:9](=[O:34])[NH:10][C:11](=[O:33])[N:12]([CH2:14][CH2:15][CH2:16][N:17]3[CH2:22][C@H:21]4[C@:19]([C:23]5[CH:24]=[CH:25][C:26]([C:29]([F:32])([F:31])[F:30])=[CH:27][CH:28]=5)([CH2:20]4)[CH2:18]3)[CH:13]=2)[CH:5]=[CH:4][N:3]=1 |f:3.4|. Yields the product Cl.CC1=NC=CC(=C1)C=1C(NC(N(C1)CCCN1C[C@]2(C[C@H]2C1)C1=CC=C(C=C1)C(F)(F)F)=O)=O (5-(2-methyl-4-pyridinyl)-1-(3-{(1S,5R)-1-[4-(trifluoromethyl)phenyl]-3-azabicyclo[3.1.0]hex-3-yl}propyl)-2,4(1H,3H)-pyrimidinedione hydrochloride). Starting materials: CC1=NC=CC(=C1)C=1C(NC(N(C1)CCCN1C[C@]2(C[C@H]2C1)C1=CC=C(C=C1)C(F)(F)F)=O)=O (5-(2-methyl-4-pyridinyl)-1-(3-{(1S,5R)-1-[4-(trifluoromethyl)phenyl]-3-azabicyclo[3.1.0]hex-3-yl}propyl)-2,4(1H,3H)-pyrimidinedione), Cl (HCl), O1CCOCC1 (dioxane). Procedure: 5-(2-methyl-4-pyridinyl)-1-(3-{(1S,5R)-1-[4-(trifluoromethyl)phenyl]-3-azabicyclo[3.1.0]hex-3-yl}propyl)-2,4(1H,3H)-pyrimidinedione was treated with a solution of 4N HCl in dioxane (1 eq) to give the title compound as a white solid. (32 mg) The reactants are COc1ccccc1Oc1c(NS(=O)(=O)c2ccc(C)cn2)nc(-c2cccc(OCc3ccccc3)c2)nc1OC, CCO, C1=CCCC=C1, C1COCCO1. Product: COc1ccccc1Oc1c(NS(=O)(=O)c2ccc(C)cn2)nc(-c2cccc(O)c2)nc1OC. Reaction SMILES: [CH2:1]([c:2]1[cH:3][cH:4][cH:5][cH:6][cH:7]1)[O:8][c:9]1[cH:10][c:11](-[c:15]2[n:16][c:17]([O:41][CH3:42])[c:18]([O:32][c:33]3[c:34]([O:39][CH3:40])[cH:35][cH:36][cH:37][cH:38]3)[c:19]([NH:21][S:22](=[O:23])(=[O:24])[c:25]3[n:26][cH:27][c:28]([CH3:31])[cH:29][cH:30]3)[n:20]2)[cH:12][cH:13][cH:14]1.[CH3:43][CH2:44][OH:45].[CH:46]1=[CH:51][CH:50]=[CH:49][CH2:48][CH2:47]1.[O:52]1[CH2:53][CH2:54][O:55][CH2:56][CH2:57]1>>[OH:8][c:9]1[cH:10][c:11](-[c:15]2[n:16][c:17]([O:41][CH3:42])[c:18]([O:32][c:33]3[c:34]([O:39][CH3:40])[cH:35][cH:36][cH:37][cH:38]3)[c:19]([NH:21][S:22](=[O:23])(=[O:24])[c:25]3[n:26][cH:27][c:28]([CH3:31])[cH:29][cH:30]3)[n:20]2)[cH:12][cH:13][cH:14]1. Starting materials: ClC1=NC=2N(C=C1)N=CC2C(=O)OCC (ethyl 5-chloropyrazolo[1,5-a]pyrimidine-3-carboxylate), FC=1C=C(C(=NC1)OC)[C@@H]1NCCC1 ((R)-5-fluoro-2-methoxy-3-(pyrrolidin-2-yl)pyridine), CCN(C(C)C)C(C)C (DIEA), C(CCC)O (n-butanol). Run in CCOC(=O)C (EtOAc). Run at temperature 90 celsius. The product is FC=1C=C(C(=NC1)OC)[C@@H]1N(CCC1)C1=NC=2N(C=C1)N=CC2C(=O)OCC ((R)-ethyl 5-(2-(5-fluoro-2-methoxypyridin-3-yl)pyrrolidin-1-yl)pyrazolo[1,5-a]pyrimidine-3-carboxylate). The yield is 56.3%. As a reaction SMILES: Cl[C:2]1[CH:7]=[CH:6][N:5]2[N:8]=[CH:9][C:10]([C:11]([O:13][CH2:14][CH3:15])=[O:12])=[C:4]2[N:3]=1.[F:16][C:17]1[CH:18]=[C:19]([C@H:25]2[CH2:29][CH2:28][CH2:27][NH:26]2)[C:20]([O:23][CH3:24])=[N:21][CH:22]=1.CCN(C(C)C)C(C)C.C(O)CCC>CCOC(C)=O>[F:16][C:17]1[CH:18]=[C:19]([C@H:25]2[CH2:29][CH2:28][CH2:27][N:26]2[C:2]2[CH:7]=[CH:6][N:5]3[N:8]=[CH:9][C:10]([C:11]([O:13][CH2:14][CH3:15])=[O:12])=[C:4]3[N:3]=2)[C:20]([O:23][CH3:24])=[N:21][CH:22]=1. Reported procedure: A mixture of ethyl 5-chloropyrazolo[1,5-a]pyrimidine-3-carboxylate (0.75 g, 3.32 mmol), (R)-5-fluoro-2-methoxy-3-(pyrrolidin-2-yl)pyridine (Preparation A, 0.984 g, 3.66 mmol), DIEA (2.32 mL, 13.3 mmol) and n-butanol (1.11 mL) was sealed in a pressure tube and heated at 90° C. for 48 hours. The reaction mixture was diluted with EtOAc and washed with water, brine and sat NaHCO3. The organic layer was dried (MgSO4), filtered and concentrated to afford a dark orange oil. The crude material was purif... The reactants are CS(=O)C (dimethylsulfoxide), [Na] (sodium), ClC1=C(C(=CC(=C1)Cl)Cl)O (2,4,6-trichlorophenol). The product is C1(=CC=CC=C1)OC.CO (anisole methanol), ClC1=CC(=CC=2OC3=C(OC21)C=C(C=C3Cl)Cl)Cl (1,3,6,8-tetrachlorodibenzo-p-dioxin). Isolated yield 1.0%. Reaction SMILES: [Na].Cl[C:3]1[CH:8]=[C:7]([Cl:9])[CH:6]=[C:5]([Cl:10])[C:4]=1[OH:11].[CH3:12]S(C)=O>>[C:4]1([O:11][CH3:12])[CH:5]=[CH:6][CH:7]=[CH:8][CH:3]=1.[CH3:4][OH:11].[Cl:10][C:5]1[C:4]2[O:11][C:3]3[CH:8]=[C:7]([Cl:9])[CH:6]=[C:5]([Cl:10])[C:4]=3[O:11][C:3]=2[CH:8]=[C:7]([Cl:9])[CH:6]=1 |f:3.4,^1:0|. Reported procedure: This is a prophetic example. 2.5 gms. of the sodium salt of 2,4,6-trichlorophenol and 5 to 7 mls. of dimethylsulfoxide are stirred at 200-200° C. for 16-24 hours. The reaction mixture is adsorbed on 10 gms. of silica gel, the solvent is allowed to evaporate and the absorbed reaction mixture is placed on top of a silica gel column (60 gms. silica gel, 4×2 mm). The column is eluted with 500 mls. of petroleum spirit. The solvent is removed in vacuo and the residue is recrystallized from 4 mls. of a... Reactants: O=C1CN(c2ccc(-n3cc(-c4ccc(F)cc4F)nc3Cc3ccc(Br)cc3)cc2)S(=O)(=O)N1, CC(C)(C)c1ccc(B(O)O)cc1. Yields the product CC(C)(C)c1ccc(-c2ccc(Cc3nc(-c4ccc(F)cc4F)cn3-c3ccc(N4CC(=O)NS4(=O)=O)cc3)cc2)cc1. As a reaction SMILES: [Br:1][c:2]1[cH:3][cH:4][c:5]([CH2:6][c:7]2[n:8](-[c:20]3[cH:21][cH:22][c:23]([N:26]4[CH2:27][C:28](=[O:33])[NH:29][S:30]4(=[O:31])=[O:32])[cH:24][cH:25]3)[cH:9][c:10](-[c:12]3[c:13]([F:19])[cH:14][c:15]([F:18])[cH:16][cH:17]3)[n:11]2)[cH:34][cH:35]1.[C:36]([CH3:37])([CH3:38])([CH3:39])[c:40]1[cH:41][cH:42][c:43]([B:46]([OH:47])[OH:48])[cH:44][cH:45]1>>[c:2]1(-[c:43]2[cH:42][cH:41][c:40]([C:36]([CH3:37])([CH3:38])[CH3:39])[cH:45][cH:44]2)[cH:3][cH:4][c:5]([CH2:6][c:7]2[n:8](-[c:20]3[cH:21][cH:22][c:23]([N:26]4[CH2:27][C:28](=[O:33])[NH:29][S:30]4(=[O:31])=[O:32])[cH:24][cH:25]3)[cH:9][c:10](-[c:12]3[c:13]([F:19])[cH:14][c:15]([F:18])[cH:16][cH:17]3)[n:11]2)[cH:34][cH:35]1.